This data is from the Open Reaction Database (ORD), a public repository of structured organic reaction records. The task is: describe an organic reaction: reactants, conditions, products, and yield Reactants: CN(C)C=O (DMF), FC=1C=C(C#N)C=C(C1)C#CC1=NC=CC=C1 (3-fluoro-5-(pyridin-2-ylethynyl)benzonitrile). The reagents and catalysts are C([O-])(O)=O.C(C)[N+](CC)(CC)CC (tetraethylammonium bicarbonate). Solvent: C(Cl)Cl (DCM). Yields the product C(C1=CC=CC=C1)(=O)N (benzamide). As a reaction SMILES: C[N:2]([CH:4]=[O:5])C.F[C:7]1[CH:8]=[C:9]([CH:12]=[C:13](C#CC2C=CC=CN=2)[CH:14]=1)C#N>C(=O)(O)[O-].C([N+](CC)(CC)CC)C.C(Cl)Cl>[C:4]([NH2:2])(=[O:5])[C:7]1[CH:8]=[CH:9][CH:12]=[CH:13][CH:14]=1 |f:2.3|. Procedure details: A DMF (1 mL) solution of 3-fluoro-5-(pyridin-2-ylethynyl)benzonitrile (50 mg, 0.22 mmol) and tetraethylammonium bicarbonate (0.44 mmol) was heated at 120° C. for 10 min. The yellow reaction mixture was cooled and diluted with DCM (10 mL) and washed with aqueous LiCl (5% w/v, 3×5 mL), water (3×5 mL), brine and dried over anhydrous MgSO4. Removal of DCM under reduced pressure yielded quantitative benzamide as a white solid; mp 175-176° C. 1H-NMR (300 MHz, DMSO-d6) δ (ppm): δ 8.63 (d, J=4.9 Hz, 1H)... Yields the product C(C)(C)(C)NC(CCCCCCN1N(C(CC1)=O)CCC(CCCCC)O)=O (N(tert-butyl)7[3-oxo-2(3-hydroxy-n-octyl)pyrazolidin-1-yl]heptanamide). As a reaction SMILES: [OH:1][CH:2]([CH2:11][CH2:12][CH2:13][CH2:14][CH3:15])[CH2:3][CH2:4][N:5]1[C:9](=[O:10])[CH2:8][CH2:7][NH:6]1.[C:16]([NH:20][C:21](=[O:30])[CH:22](Cl)[CH2:23][CH2:24][CH2:25][CH2:26][CH2:27]Br)([CH3:19])([CH3:18])[CH3:17].C([O-])(O)=O.[Na+].[Na+].[I-].[OH-].[Na+]>C1S(=O)(=O)CCC1.O>[C:16]([NH:20][C:21](=[O:30])[CH2:22][CH2:23][CH2:24][CH2:25][CH2:26][CH2:27][N:6]1[CH2:7][CH2:8][C:9](=[O:10])[N:5]1[CH2:4][CH2:3][CH:2]([OH:1])[CH2:11][CH2:12][CH2:13][CH2:14][CH3:15])([CH3:19])([CH3:18])[CH3:17] |f:2.3,4.5,6.7|. Reported procedure: The 2(3-hydroxy-n-octyl)-3-pyrazolidinone (6) used in this and subsequent examples is prepared according to the General Synthetic Scheme (Ic) shown above and described in more detail in U.S. Pat. No. 3,873,566. A mixture of 3.85 g (18 mmoles) of pyrazolidinone alcohol 6 and 4.90 g (about 18 mmoles) of the N(tert-butyl)-7-bromo(chloro)heptanamide (Example 1a), 5.0g NaHCO3, and 0.25 g NaI in 25 ml of tetramethylene sulfone was heated at 70° for about 56 hrs. The mixture was cooled, poured into 300... The solvent is O (H2O), C1CCCS1(=O)=O (tetramethylene sulfone). The reactants are [OH-].[Na+] (NaOH), OC(CCN1NCCC1=O)CCCCC (2(3-hydroxy-n-octyl)-3-pyrazolidinone), OC(CCN1NCCC1=O)CCCCC (2(3-hydroxy-n-octyl)-3-pyrazolidinone), C(C)(C)(C)NC(C(CCCCCBr)Cl)=O (N(tert-butyl)-7-bromo(chloro)heptanamide), C(=O)(O)[O-].[Na+] (NaHCO3), [Na+].[I-] (NaI).